Dataset: the Open Reaction Database (ORD), a public repository of structured organic reaction records. Task: describe an organic reaction: reactants, conditions, products, and yield Reactants: Cc1cc(O)ccc1Br, O=C([O-])[O-], CC(=O)[O-], CC(=O)[O-], CC(C)c1ccc(B(O)O)cc1, [K+], [K+], O, [Pd+2]. Product: Cc1cc(O)ccc1-c1ccc(C(C)C)cc1. As a reaction SMILES: [Br:1][c:2]1[c:3]([CH3:9])[cH:4][c:5]([OH:8])[cH:6][cH:7]1.[C:22](=[O:23])([O-:24])[O-:25].[C:29]([O-:30])(=[O:31])[CH3:32].[C:34]([O-:35])(=[O:36])[CH3:37].[CH:10]([CH3:11])([CH3:12])[c:13]1[cH:14][cH:15][c:16]([B:19]([OH:20])[OH:21])[cH:17][cH:18]1.[K+:26].[K+:27].[OH2:28].[Pd+2:33]>>[c:2]1(-[c:16]2[cH:15][cH:14][c:13]([CH:10]([CH3:11])[CH3:12])[cH:18][cH:17]2)[c:3]([CH3:9])[cH:4][c:5]([OH:8])[cH:6][cH:7]1. The reactants are FC(S(=O)(=O)[O-])(F)F.N1(C=NC=C1)S(=O)(=O)N1C[NH+](C=C1)C (3-(1H-Imidazol-1-ylsulfonyl)-1-methyl-1H-imidazolium trifluoromethanesulfonate), N1CCOCC1 (morpholine). Run in C(C)#N (acetonitrile). Run at time 16 hour. The product is N1(C=NC=C1)S(=O)(=O)N1CCOCC1 (4-(imidazole-1-sulfonyl)-morpholine). The yield is 95.1%. As a reaction SMILES: FC(F)(F)S([O-])(=O)=O.[N:9]1([S:14]([N:17]2[CH:21]=[CH:20][NH+:19](C)[CH2:18]2)(=[O:16])=[O:15])[CH:13]=[CH:12]N=[CH:10]1.N1CC[O:26][CH2:25]C1>C(#N)C>[N:17]1([S:14]([N:9]2[CH2:13][CH2:12][O:26][CH2:25][CH2:10]2)(=[O:16])=[O:15])[CH:21]=[CH:20][N:19]=[CH:18]1 |f:0.1|. Procedure details: 3-(1H-Imidazol-1-ylsulfonyl)-1-methyl-1H-imidazolium trifluoromethanesulfonate (1.5 g, 3.0 mmol) was dissolved in acetonitrile (15 mL) and treated with morpholine (0.30 mL, 4.0 mmol) and stirred for 16 h at ambient temperature. The solvent was removed and the residue subjected to column chromatography (silica gel, heptane, ethyl acetate 1:1, 0:1) to yield 4-(imidazole-1-sulfonyl)-morpholine (0.62 g, 83%) as a white solid; MS: m/e=218.5 (M+H+). Starting materials: C1([N+](=O)[O-])=CC([N+](=O)[O-])=CC([N+](=O)[O-])=C1O (picric acid), C1([N+](=O)[O-])=CC([N+](=O)[O-])=CC([N+](=O)[O-])=C1[O-].[NH4+] (ammonium picrate), ammonium salt, S1(=O)(=O)CCCC1 (sulfolane), CN1C(CCC1)=O (N-methylpyrrolidinone). The solvent is O (water). Product: C1=C(C=C(C(=C1[N+](=O)[O-])N)[N+](=O)[O-])[N+](=O)[O-] (picramide). As a reaction SMILES: [C:1]1([C:15](O)=[C:11]([N+:12]([O-:14])=[O:13])[CH:10]=[C:6]([N+:7]([O-:9])=[O:8])[CH:5]=1)[N+:2]([O-:4])=[O:3].C1(C([O-])=C([N+]([O-])=O)C=C([N+]([O-])=O)C=1)[N+:18]([O-])=O.[NH4+].S1(CCCC1)(=O)=O.CN1CCCC1=O>O>[CH:5]1[C:1]([N+:2]([O-:4])=[O:3])=[C:15]([NH2:18])[C:11]([N+:12]([O-:14])=[O:13])=[CH:10][C:6]=1[N+:7]([O-:9])=[O:8] |f:1.2|. Procedure details: Replacement of urea with an ammonium salt (or “NH3 reagent”) obtained from ammonia and weak acids (e.g., acetic, carbonic acid, phosphoric acid) produces picramide free of cyanuric acid. Thus, reaction of picric acid or ammonium picrate with an ammonium salt in dipolar aprotic solvents such as sulfolane or N-methylpyrrolidinone (NMP) for several hours at 175–185° C., followed by a water wash, produces picramide that is free of cyanuric acid and ammonium salts. Ammonium hydroxide (28% NH3 in H2O)... Reactants: ClC1(CN(C2=C(NC1=O)C=CC=C2)C)Cl (3,3-dichloro-5-methyl-1,3,4,5-tetrahydro-1,5-benzodiazepin-2-one), C(C)(=O)[O-].[Na+] (sodium acetate), [H][H] (hydrogen). The reagents and catalysts are [Pd] (palladium on charcoal). Run in C(C)(=O)O (acetic acid). Product: ClC1CN(C2=C(NC1=O)C=CC=C2)C (3-chloro-5-methyl-1,3,4,5-tetrahydro-1,5-benzodiazepin-2-one). RXN SMILES: [Cl:1][C:2]1(Cl)[C:8](=[O:9])[NH:7][C:6]2[CH:10]=[CH:11][CH:12]=[CH:13][C:5]=2[N:4]([CH3:14])[CH2:3]1.C([O-])(=O)C.[Na+].[H][H]>[Pd].C(O)(=O)C>[Cl:1][CH:2]1[C:8](=[O:9])[NH:7][C:6]2[CH:10]=[CH:11][CH:12]=[CH:13][C:5]=2[N:4]([CH3:14])[CH2:3]1 |f:1.2|. Procedure details: A mixture of 3.06 g of 3,3-dichloro-5-methyl-1,3,4,5-tetrahydro-1,5-benzodiazepin-2-one, 30 ml of glacial acetic acid, 2.2 g of anhydrous sodium acetate and 86 mg of 5% palladium on charcoal is hydrogenated at atmospheric pressure until the theoretical amount of hydrogen has been absorbed. The suspension is filtered through celite and the solids are washed with 5 ml of acetic acid. Concentration of the filtrate and treatment of the residue with 17 ml of water for 30 min. affords 3-chloro-5-methy... Product: COc1ccc(CBr)cc1CNC(=O)OC(C)(C)C. RXN SMILES: [CH2:24]([CH2:25][O:26][CH3:27])[O:28][CH3:29].[OH:1][CH2:2][c:3]1[cH:4][cH:5][c:6]([O:18][CH3:19])[c:7]([CH2:8][NH:9][C:10]([O:11][C:12]([CH3:13])([CH3:14])[CH3:15])=[O:16])[cH:17]1.[P:20]([Br:21])([Br:22])[Br:23]>>[CH2:2]([c:3]1[cH:4][cH:5][c:6]([O:18][CH3:19])[c:7]([CH2:8][NH:9][C:10]([O:11][C:12]([CH3:13])([CH3:14])[CH3:15])=[O:16])[cH:17]1)[Br:21]. Starting materials: COCCOC, COc1ccc(CO)cc1CNC(=O)OC(C)(C)C, BrP(Br)Br. Reactants: C(COCCOCCOCCOCCOCCO)O (hexaethylene glycol), COCCOCCOCCOCCOCCOCCO (hexaethylene glycol monomethyl ether), ice, C(COCCOCCO)O (triethylene glycol), C(=O)(Cl)Cl (phosgene), C1(=CC=CC=C1)C (toluene), C(=O)(Cl)Cl (phosgene). Solvent: CCOC(=O)C (EtOAc). Run at time 2.5 hour. Yields the product ClC(=O)O.CC(COCCOCCOCCOCCOCCO)O (methyl hexaethylene glycol chloroformate). As a reaction SMILES: [CH3:1][O:2]CCOCCOCCOCCOCCOCCO.C(O)COCCOCCO.[C:31]([Cl:34])(Cl)=[O:32].C1(C)C=CC=CC=1.[CH2:42]([OH:60])[CH2:43][O:44][CH2:45][CH2:46][O:47][CH2:48][CH2:49][O:50][CH2:51][CH2:52][O:53][CH2:54][CH2:55][O:56][CH2:57][CH2:58][OH:59]>CCOC(C)=O>[Cl:34][C:31]([OH:32])=[O:2].[CH3:1][CH:58]([OH:59])[CH2:57][O:56][CH2:55][CH2:54][O:53][CH2:52][CH2:51][O:50][CH2:49][CH2:48][O:47][CH2:46][CH2:45][O:44][CH2:43][CH2:42][OH:60] |f:6.7|. Reported procedure: Monodispersed activated hexaethylene glycol monomethyl ether was prepared analogously to that of monodispersed triethylene glycol as described herein. A 20% phosgene in toluene solution (35 mL, 6.66 g, 67.4 mmol phosgene) was chilled under a N2 atmosphere in an ice/salt water bath. Monodispersed hexaethylene glycol (1.85 mL, 2.0 g, 6.74 mmol) was dissolved in 5 mL anhydrous EtOAc and added to the phosgene solution via syringe. The reaction mixture was kept stirring in the ice bath for one hour, ... The reactants are CC1=C(C)C(=O)OC1=O, Nc1ccc(Cl)c(S(N)(=O)=O)c1, c1ccncc1. Yields the product CC1=C(C)C(=O)N(c2ccc(Cl)c(S(N)(=O)=O)c2)C1=O. RXN SMILES: [CH3:13][C:14]1=[C:19]([CH3:20])[C:18](=[O:21])[O:17][C:15]1=[O:16].[NH2:1][c:2]1[cH:3][cH:4][c:5]([Cl:12])[c:6]([S:8](=[O:9])(=[O:10])[NH2:11])[cH:7]1.[cH:22]1[cH:23][cH:24][n:25][cH:26][cH:27]1>>[N:1]1([c:2]2[cH:3][cH:4][c:5]([Cl:12])[c:6]([S:8](=[O:9])(=[O:10])[NH2:11])[cH:7]2)[C:15](=[O:16])[C:14]([CH3:13])=[C:19]([CH3:20])[C:18]1=[O:17]. Reactants: [Br-], CC(=O)c1cnc2c(n1)C(C)(C)CCC2(C)C, CCOC(C)=O, O. Product: CC1(C)CCC(C)(C)c2nc(C(=O)CBr)cnc21. As a reaction SMILES: [Br-:1].[C:2]([CH3:3])(=[O:4])[c:5]1[n:6][c:7]2[c:12]([n:13][cH:14]1)[C:11]([CH3:15])([CH3:16])[CH2:10][CH2:9][C:8]2([CH3:17])[CH3:18].[CH3:20][CH2:21][O:22][C:23](=[O:24])[CH3:25].[OH2:19]>>[Br:1][CH2:3][C:2](=[O:4])[c:5]1[n:6][c:7]2[c:12]([n:13][cH:14]1)[C:11]([CH3:15])([CH3:16])[CH2:10][CH2:9][C:8]2([CH3:17])[CH3:18]. Reactants: C(C1=CC=CC=C1)N1C(C=CC1=O)=O (N-Benzylmaleimide), COCN(C[Si](C)(C)C)CC1=CC=CC=C1 (N-(methoxymethyl)-N-(trimethylsilylmethyl) benzylamine), FC(C(=O)O)(F)F (Trifluoroacetic acid). The solvent is C1(=CC=CC=C1)C (toluene). Conditions: time 2 hour. The product is C(C1=CC=CC=C1)N1C(C2CN(CC2C1=O)CC1=CC=CC=C1)=O (2,5-Dibenzyl-tetrahydro-pyrrolo[3,4-c]pyrrole-1,3-dione). Yield: 72.5%. RXN SMILES: [CH2:1]([N:8]1[C:12](=[O:13])[CH:11]=[CH:10][C:9]1=[O:14])[C:2]1[CH:7]=[CH:6][CH:5]=[CH:4][CH:3]=1.CO[CH2:17][N:18]([CH2:24][C:25]1[CH:30]=[CH:29][CH:28]=[CH:27][CH:26]=1)[CH2:19][Si](C)(C)C.FC(F)(F)C(O)=O>C1(C)C=CC=CC=1>[CH2:1]([N:8]1[C:12](=[O:13])[CH:11]2[CH:10]([CH2:17][N:18]([CH2:24][C:25]3[CH:30]=[CH:29][CH:28]=[CH:27][CH:26]=3)[CH2:19]2)[C:9]1=[O:14])[C:2]1[CH:3]=[CH:4][CH:5]=[CH:6][CH:7]=1. Procedure: N-Benzylmaleimide (5.0 g, 26.7 mmol), and N-(methoxymethyl)-N-(trimethylsilylmethyl) benzylamine (7.0 g, 29.4 mmol) were dissolved in toluene (150 mL). Trifluoroacetic acid (500 μL, 6.5 mmol) was added at room temperature. The reaction was allowed to stir for two hours at room temperature, and the precipitate was filtered off (˜440 mg). The filtrate was concentrated and purified by silica gel column chromatography (20-50% ethyl acetate in hexanes) to afford a white solid (6.2 g, 72%). 1H NMR (40...